This data is from the Open Reaction Database (ORD), a public repository of structured organic reaction records. The task is: describe an organic reaction: reactants, conditions, products, and yield Starting materials: C12CN(CC(CC1)O2)C2=C1C(=NC(=N2)C2=CC=C(C=C2)NC(C)=O)N(N=C1)C1OCCCC1 (N-{4-[4-(8-Oxa-3-aza-bicyclo[3.2.1]oct-3-yl)-1-(tetrahydro-pyran-2-yl)-1H-pyrazolo[3,4-d]pyrimidin-6-yl]-phenyl}-acetamide), Cl (hydrogen chloride). Run in O1CCOCC1 (dioxane), O1CCOCC1 (dioxane). Reaction conditions: time 3 day. The product is C12CN(CC(CC1)O2)C2=C1C(=NC(=N2)C2=CC=C(C=C2)NC(C)=O)NN=C1 (N-{4-[4-(8-Oxa-3-aza-bicyclo[3.2.1]oct-3-yl)-1H-pyrazolo[3,4-d]pyrimidin-6-yl]-phenyl}-acetamide). RXN SMILES: [CH:1]12[O:8][CH:5]([CH2:6][CH2:7]1)[CH2:4][N:3]([C:9]1[N:14]=[C:13]([C:15]3[CH:20]=[CH:19][C:18]([NH:21][C:22](=[O:24])[CH3:23])=[CH:17][CH:16]=3)[N:12]=[C:11]3[N:25](C4CCCCO4)[N:26]=[CH:27][C:10]=13)[CH2:2]2.Cl>O1CCOCC1>[CH:1]12[O:8][CH:5]([CH2:6][CH2:7]1)[CH2:4][N:3]([C:9]1[N:14]=[C:13]([C:15]3[CH:16]=[CH:17][C:18]([NH:21][C:22](=[O:24])[CH3:23])=[CH:19][CH:20]=3)[N:12]=[C:11]3[NH:25][N:26]=[CH:27][C:10]=13)[CH2:2]2. Procedure details: 6-Chloro-4-(8-oxa-3-aza-bicyclo[3.2.1]oct-3-yl)-1H-pyrazolo[3,4-d]pyrimidine (21 mmol) is taken up as a suspension in dry ethyl acetate (50 mL). Following the addition of 4-toluenesulfonic acid monohydrate (25 mg), the mixture is heated to 60° C. and 3,4-dihydro-2H-pyran (2.5 mL) is added in drops. The reaction mixture is maintained at 60° C. for 18 hours and is then concentrated under reduced pressure. The residue is purified by flash silica gel chromatography. Following concentration of fracti... Starting materials: C(C)OCC (Diethyl ether), [Si](C)(C)(C(C)(C)C)Cl (t-Butyldimethylsilyl chloride), N1C=NC=C1 (imidazole), COC(=O)C=1OC(=CC1)C1=C(C=C(C=C1)C(CC)(C1=CC(=C(C=C1)O)C)CC)C (5-{4-[1-ethyl-1-(4-hydroxy-3-methyl-phenyl)-propyl]-2-methyl-phenyl}-furan-2-carboxylic acid methyl ester). Solvent: CN(C=O)C (N,N-dimethylformamide). Reaction conditions: time 0.2 hour. Product: COC(=O)C=1OC(=CC1)C1=C(C=C(C=C1)C(CC)(CC)C1=CC(=C(C=C1)O[Si](C)(C)C(C)(C)C)C)C (5-(4-{1-[4-(t-butyl-dimethyl-silanyloxy)-3-methyl-phenyl]-1-ethyl-propyl}-2-methyl-phenyl)-furan-2-carboxylic Acid Methyl Ester). Yield: 86.0%. Reaction SMILES: [Si:1](Cl)([C:4]([CH3:7])([CH3:6])[CH3:5])([CH3:3])[CH3:2].N1C=CN=C1.[CH3:14][O:15][C:16]([C:18]1[O:19][C:20]([C:23]2[CH:28]=[CH:27][C:26]([C:29]([CH2:40][CH3:41])([C:32]3[CH:37]=[CH:36][C:35]([OH:38])=[C:34]([CH3:39])[CH:33]=3)[CH2:30][CH3:31])=[CH:25][C:24]=2[CH3:42])=[CH:21][CH:22]=1)=[O:17].C(OCC)C>CN(C)C=O>[CH3:14][O:15][C:16]([C:18]1[O:19][C:20]([C:23]2[CH:28]=[CH:27][C:26]([C:29]([C:32]3[CH:37]=[CH:36][C:35]([O:38][Si:1]([C:4]([CH3:7])([CH3:6])[CH3:5])([CH3:3])[CH3:2])=[C:34]([CH3:39])[CH:33]=3)([CH2:30][CH3:31])[CH2:40][CH3:41])=[CH:25][C:24]=2[CH3:42])=[CH:21][CH:22]=1)=[O:17]. Reported procedure: t-Butyldimethylsilyl chloride (42.24 mg, 0.28 mmol) and imidazole (47.7 mg, 0.701 mmol) were added to a solution of 5-{4-[1-ethyl-1-(4-hydroxy-3-methyl-phenyl)-propyl]-2-methyl-phenyl}-furan-2-carboxylic acid methyl ester (Example 19-(1); 55 mg, 0.14 mmol) in N,N-dimethylformamide (0.2 mL) at room temperature, and the mixture was stirred at room temperature for 0.2 hour. Diethyl ether was added to the reaction solution. The organic layer was washed with distilled water and brine and dried over a...